From a dataset of the Open Reaction Database (ORD), a public repository of structured organic reaction records. describe an organic reaction: reactants, conditions, products, and yield Yields the product C12(CC3CC(CC(C1)C3)C2)N.BrC=2C=C3NC(C(=NC3=CC2Br)C(=O)O)=O (6,7-dibromo-3,4-dihydro-3-oxo-2-quinoxaline carboxylic acid 1-adamantylamine salt). Reported procedure: Following the above procedure, but substituting 3-methyl-1-adamantylamine for 1-adamantylamine, there was prepared a salt of 6,7-dibromo-3,4-dihydro-3-oxo-2-quinoxaline carboxylic acid and 3-methyl-1-adamantylamine. The crystalline product was isolated by filtration and dried; melting point=280°-282° C. with decomposition. Reactants: C12(CC3CC(CC(C1)C3)C2)N (1-adamantylamine), BrC=1C=C2NC(C(=NC2=CC1Br)C(=O)O)=O (6,7-dibromo-3,4-dihydro-3-oxo-2-quinoxaline carboxylic acid), CC12CC3(CC(CC(C1)C3)C2)N (3-methyl-1-adamantylamine). RXN SMILES: [C:1]12([NH2:11])[CH2:10][CH:5]3[CH2:6][CH:7]([CH2:9][CH:3]([CH2:4]3)[CH2:2]1)[CH2:8]2.[Br:12][C:13]1[CH:14]=[C:15]2[C:20](=[CH:21][C:22]=1[Br:23])[N:19]=[C:18]([C:24]([OH:26])=[O:25])[C:17](=[O:27])[NH:16]2.CC12CC3CC(CC(N)(C3)C1)C2>>[C:1]12([NH2:11])[CH2:8][CH:7]3[CH2:6][CH:5]([CH2:4][CH:3]([CH2:9]3)[CH2:2]1)[CH2:10]2.[Br:12][C:13]1[CH:14]=[C:15]2[C:20](=[CH:21][C:22]=1[Br:23])[N:19]=[C:18]([C:24]([OH:26])=[O:25])[C:17](=[O:27])[NH:16]2 |f:3.4|. Reported procedure: Under a nitrogen atmosphere, a solution of 5.0 grams (0.027 mole) of undecanoic acid in 75 mL of methylene chloride was stirred and 2.8 ml (0.032 mole) of oxalyl chloride and 5 drops of N,N-dimethylformamide were added. Upon completion of addition, the reaction mixture was stirred for about 16 hours, then it was concentrated under reduced pressure, yielding 2.2 grams of undecanoyl chloride. The reactants are C(CCCCCCCCCC)(=O)O (undecanoic acid), C(C(=O)Cl)(=O)Cl (oxalyl chloride). RXN SMILES: [C:1]([OH:13])(=O)[CH2:2][CH2:3][CH2:4][CH2:5][CH2:6][CH2:7][CH2:8][CH2:9][CH2:10][CH3:11].C(Cl)(=O)C([Cl:17])=O>C(Cl)Cl.CN(C)C=O>[C:1]([Cl:17])(=[O:13])[CH2:2][CH2:3][CH2:4][CH2:5][CH2:6][CH2:7][CH2:8][CH2:9][CH2:10][CH3:11]. Reagents/catalysts: CN(C=O)C (N,N-dimethylformamide). Run in C(Cl)Cl (methylene chloride). Reaction conditions: time 16 hour. Isolated yield 39.8%. The product is C(CCCCCCCCCC)(=O)Cl (undecanoyl chloride). Starting materials: C1(=CC=C(C=C1)S(=O)(=O)Cl)C (p-Toluenesulfonyl chloride), O=S1CC(CCC1)O (1-oxo-3-thianol). The solvent is C(Cl)Cl (methylene chloride). Product: O=S1CC(CCC1)OS(=O)(=O)C1=CC=C(C=C1)C (1-Oxo-3-p-methylphenylsulfonyloxythiane). The reagents and catalysts are CN(C1=CC=NC=C1)C (4-dimethylaminopyridine). As a reaction SMILES: [C:1]1([CH3:11])[CH:6]=[CH:5][C:4]([S:7](Cl)(=[O:9])=[O:8])=[CH:3][CH:2]=1.[O:12]=[S:13]1[CH2:18][CH2:17][CH2:16][CH:15]([OH:19])[CH2:14]1>CN(C)C1C=CN=CC=1.C(Cl)Cl>[O:12]=[S:13]1[CH2:18][CH2:17][CH2:16][CH:15]([O:19][S:7]([C:4]2[CH:5]=[CH:6][C:1]([CH3:11])=[CH:2][CH:3]=2)(=[O:9])=[O:8])[CH2:14]1. Reported procedure: p-Toluenesulfonyl chloride (3.65 g, 0.019 mole) was added to a solution of 1-oxo-3-thianol (2.14 g, 0.016 mole) and 4-dimethylaminopyridine (3.9 g, 0.032 mole) in 80 ml. methylene chloride cooled to 0° C. under nitrogen. After 30 min. at 0° C. the reaction was stirred at room temperature overnight. The solution was then washed with 50 ml. 1N aqueous hydrochloric acid solution, 50 ml. water and 50 ml. brine, dried over anhydrous sodium sulfate and concentrated in vacuo. The crude product was chro... Run at temperature 0 celsius, time 8 hour. Starting materials: [Br-], Brc1cccc(C2OCCO2)n1, C1CCOC1, CCOC(C)=O, [Mg+]C1CC1, [Cl-], [NH4+], c1ccc(P(c2ccccc2)(c2ccccc2)[Pd](P(c2ccccc2)(c2ccccc2)c2ccccc2)(P(c2ccccc2)(c2ccccc2)c2ccccc2)P(c2ccccc2)(c2ccccc2)c2ccccc2)cc1. Yields the product c1cc(C2CC2)nc(C2OCCO2)c1. Reaction SMILES: [Br-:1].[Br:6][c:7]1[n:8][c:9]([CH:13]2[O:14][CH2:15][CH2:16][O:17]2)[cH:10][cH:11][cH:12]1.[CH2:26]1[O:27][CH2:28][CH2:29][CH2:30]1.[CH3:18][CH2:19][O:20][C:21]([CH3:22])=[O:23].[CH:2]1([Mg+:5])[CH2:3][CH2:4]1.[Cl-:24].[NH4+:25].[cH:31]1[cH:32][cH:33][c:34]([P:35]([Pd:36]([P:37]([c:38]2[cH:39][cH:40][cH:41][cH:42][cH:43]2)([c:44]2[cH:45][cH:46][cH:47][cH:48][cH:49]2)[c:50]2[cH:51][cH:52][cH:53][cH:54][cH:55]2)([P:56]([c:57]2[cH:58][cH:59][cH:60][cH:61][cH:62]2)([c:63]2[cH:64][cH:65][cH:66][cH:67][cH:68]2)[c:69]2[cH:70][cH:71][cH:72][cH:73][cH:74]2)[P:75]([c:76]2[cH:77][cH:78][cH:79][cH:80][cH:81]2)([c:82]2[cH:83][cH:84][cH:85][cH:86][cH:87]2)[c:88]2[cH:89][cH:90][cH:91][cH:92][cH:93]2)([c:94]2[cH:95][cH:96][cH:97][cH:98][cH:99]2)[c:100]2[cH:101][cH:102][cH:103][cH:104][cH:105]2)[cH:106][cH:107]1>>[CH:2]1([c:7]2[n:8][c:9]([CH:13]3[O:14][CH2:15][CH2:16][O:17]3)[cH:10][cH:11][cH:12]2)[CH2:3][CH2:4]1. The reactants are CCOc1cc(NC(=O)OC(C)(C)C)c(NC(=O)CC(=O)c2cccc(-c3ccnc(C4CC4)c3)c2)cc1C(F)(F)F, ClCCl, O=C(O)C(F)(F)F. Yields the product CCOc1cc2c(cc1C(F)(F)F)NC(=O)CC(c1cccc(-c3ccnc(C4CC4)c3)c1)=N2. Reaction SMILES: [C:1]([O:2][C:3](=[O:4])[NH:7][c:8]1[c:9]([NH:21][C:22]([CH2:23][C:24](=[O:5])[c:26]2[cH:27][c:28](-[c:32]3[cH:33][c:34]([CH:38]4[CH2:39][CH2:40]4)[n:35][cH:36][cH:37]3)[cH:29][cH:30][cH:31]2)=[O:41])[cH:10][c:11]([C:17]([F:18])([F:19])[F:20])[c:12]([O:14][CH2:15][CH3:16])[cH:13]1)([CH3:6])([CH3:25])[CH3:42].[Cl:50][CH2:51][Cl:52].[F:43][C:44]([F:45])([F:46])[C:47]([OH:48])=[O:49]>>[N:7]1=[C:24]([c:26]2[cH:27][c:28](-[c:32]3[cH:33][c:34]([CH:38]4[CH2:39][CH2:40]4)[n:35][cH:36][cH:37]3)[cH:29][cH:30][cH:31]2)[CH2:23][C:22](=[O:41])[NH:21][c:9]2[c:8]1[cH:13][c:12]([O:14][CH2:15][CH3:16])[c:11]([C:17]([F:18])([F:19])[F:20])[cH:10]2. The product is COc1c2c(c(Br)[nH]c1=O)CCN(Cc1ccc(F)c(Cl)c1)C2=O. Reaction SMILES: [Br:1][c:2]1[c:3]2[c:8]([c:9]([O:12][CH3:13])[cH:10][n:11]1)[C:7](=[O:14])[N:6]([CH2:15][c:16]1[cH:17][c:18]([Cl:23])[c:19]([F:22])[cH:20][cH:21]1)[CH2:5][CH2:4]2.[NH2:31][C:32]([NH2:33])=[O:34].[O-:24][n+:25]1[cH:26][cH:27][cH:28][cH:29][cH:30]1.[OH:35][OH:36]>>[Br:1][c:2]1[c:3]2[c:8]([c:9]([O:12][CH3:13])[c:10](=[O:24])[nH:11]1)[C:7](=[O:14])[N:6]([CH2:15][c:16]1[cH:17][c:18]([Cl:23])[c:19]([F:22])[cH:20][cH:21]1)[CH2:5][CH2:4]2. Starting materials: COc1cnc(Br)c2c1C(=O)N(Cc1ccc(F)c(Cl)c1)CC2, NC(N)=O, [O-][n+]1ccccc1, OO. The reactants are CN1CC2=C(N(C=3C=CC(=CC23)C)CCC=2C=NC(=CC2)C)CC1 (2,8-Dimethyl-5-[2-(6-methyl-pyridin-3-yl)-ethyl]-2,3,4,5-tetrahydro-1H-pyrido[4,3-b]indole), S1CCC(CC1)=O (tetrahydro-thiopyran-4-one). Yields the product CC1=CC=2C3=C(N(C2C=C1)CCC=1C=NC(=CC1)C)CCSC3 (8-methyl-5-[2-(6-methyl-pyridin-3-yl)-ethyl]-1,3,4,5-tetrahydro-thiopyrano[4,3-b]indole). Reaction SMILES: CN1[CH2:24][CH2:23][C:5]2[N:6]([CH2:14][CH2:15][C:16]3[CH:17]=[N:18][C:19]([CH3:22])=[CH:20][CH:21]=3)[C:7]3[CH:8]=[CH:9][C:10]([CH3:13])=[CH:11][C:12]=3[C:4]=2[CH2:3]1.[S:25]1CCC(=O)CC1>>[CH3:13][C:10]1[CH:9]=[CH:8][C:7]2[N:6]([CH2:14][CH2:15][C:16]3[CH:17]=[N:18][C:19]([CH3:22])=[CH:20][CH:21]=3)[C:5]3[CH2:23][CH2:24][S:25][CH2:3][C:4]=3[C:12]=2[CH:11]=1. Procedure: The method was the same as for Dimebon, using tetrahydro-thiopyran-4-one in place of 1-methylpiperid-4-one. The desired product was isolated as a glassy yellow oil (13.1 mg, 8.7% over three steps based on 2-methyl-5-(N-nitroso-2-p-tolylaminoethyl)pyridine starting material) by column chromatography on SiO2, eluting with 4:1 EtOAc/MeOH. Starting materials: C(C=C)(=O)O (acrylic acid), OCCN1C(=O)N(C(=O)C1(C)C)CCO (1,3-bis(2-hydroxyethyl)-5,5-dimethylhydantoin), CC1(C(NC(N1)=O)=O)C (5,5-dimethylhydantoin), C1CO1 (ethylene oxide). The product is C(C=C)(=O)OCCN1C(=O)N(C(=O)C1(C)C)CCOC(C=C)=O (1,3-Bis(2-acryloyloxyethyl)-5,5-dimethylhydantoin), OCCN1C(=O)N(C(=O)C1(C)C)CCO (1,3-Bis(2-hydroxyethyl)-5,5-dimethylhydantoin). RXN SMILES: [C:1]([OH:5])(=[O:4])[CH:2]=[CH2:3].[OH:6][CH2:7][CH2:8][N:9]1[C:15]([CH3:17])([CH3:16])[C:13](=[O:14])[N:12]([CH2:18][CH2:19][OH:20])[C:10]1=[O:11].[CH3:21][C:22]1(C)NC(=O)N[C:23]1=[O:28].C1OC1>>[C:1]([O:5][CH2:7][CH2:8][N:9]1[C:15]([CH3:17])([CH3:16])[C:13](=[O:14])[N:12]([CH2:18][CH2:19][O:20][C:23](=[O:28])[CH:22]=[CH2:21])[C:10]1=[O:11])(=[O:4])[CH:2]=[CH2:3].[OH:6][CH2:7][CH2:8][N:9]1[C:15]([CH3:17])([CH3:16])[C:13](=[O:14])[N:12]([CH2:18][CH2:19][OH:20])[C:10]1=[O:11]. Reported procedure: 1,3-Bis(2-acryloyloxyethyl)-5,5-dimethylhydantoin is prepared by reaction of acrylic acid and 1,3-bis(2-hydroxyethyl)-5,5-dimethylhydantoin according to Example 4 of U.S. Pat. No. 3,852,302. 1,3-Bis(2-hydroxyethyl)-5,5-dimethylhydantoin is prepared by the reaction of 5,5-dimethylhydantoin and ethylene oxide according to Example C of U.S. Pat. No. 3,629,263. Procedure details: A one liter, three-necked flask equipped with a thermometer, stirring paddle, air tight stirring sleeve, N2 inlet and dropping funnel was charged with aminopropyltrimethoxysilane (100.0 g, 0.558 moles), toluene (160.1 g), sodium methoxide (33.16 g, 0.614 moles) and methanol (10.11 g). The mixture was stirred under N , atmosphere and cooled to 0° C using a dry ice/isopropanol bath. To this, 55.37 g (0.614 moles) of acrylyl chloride dissolved in 100 g of toluene was added gradually over a period o... The solvent is C1(=CC=CC=C1)C (toluene), CO (methanol), C1(=CC=CC=C1)C (toluene). Conditions: temperature 0 celsius. Starting materials: N#N (N2), NCCC[Si](OC)(OC)OC (aminopropyltrimethoxysilane), C[O-].[Na+] (sodium methoxide), C(C=C)(=O)Cl (acrylyl chloride). As a reaction SMILES: N#N.[NH2:3][CH2:4][CH2:5][CH2:6][Si:7]([O:12][CH3:13])([O:10][CH3:11])[O:8][CH3:9].C[O-].[Na+].[C:17](Cl)(=[O:20])[CH:18]=[CH2:19]>C1(C)C=CC=CC=1.CO>[C:17]([NH:3][CH2:4][CH2:5][CH2:6][Si:7]([O:12][CH3:13])([O:8][CH3:9])[O:10][CH3:11])(=[O:20])[CH:18]=[CH2:19] |f:2.3|. The product is C(C=C)(=O)NCCC[Si](OC)(OC)OC (acrylamidopropyltrimethoxysilane). Reactants: [N+](=O)([O-])C1=C(C(=O)[O-])C=CC(=C1)C=CCCC1=CC=CC=C1 (2-nitro-4-(4-phenyl-1-butenyl)benzoate). Reagents/catalysts: [C].[Pd] (palladium-carbon). Solvent: C(C)(=O)OCC (ethyl acetate). Run at time 8 hour. Yields the product NC1=C(C(=O)OC(C)(C)C)C=CC(=C1)CCCCC1=CC=CC=C1 (tert-butyl 2-amino-4-(4-phenylbutyl)benzoate). Yield: 208.1%. As a reaction SMILES: [N+:1]([C:4]1[CH:12]=[C:11]([CH:13]=[CH:14][CH2:15][CH2:16][C:17]2[CH:22]=[CH:21][CH:20]=[CH:19][CH:18]=2)[CH:10]=[CH:9][C:5]=1[C:6]([O-:8])=[O:7])([O-])=O>[C].[Pd].C(OCC)(=O)C>[NH2:1][C:4]1[CH:12]=[C:11]([CH2:13][CH2:14][CH2:15][CH2:16][C:17]2[CH:22]=[CH:21][CH:20]=[CH:19][CH:18]=2)[CH:10]=[CH:9][C:5]=1[C:6]([O:8][C:5]([CH3:9])([CH3:6])[CH3:4])=[O:7] |f:1.2|. Procedure details: 70 mg of 5% palladium-carbon was added to 4 mL of ethyl acetate solution containing 0.35 g of 2-nitro-4-(4-phenyl-1-butenyl)benzoate and stirred under hydrogen atmosphere at room temperature for 8 hours. Insoluble were removed by filtration, and the solvent was evaporated under reduced pressure to obtain 0.40 g of tert-butyl 2-amino-4-(4-phenylbutyl)benzoate as yellow oil.